Dataset: the Open Reaction Database (ORD), a public repository of structured organic reaction records. Task: describe an organic reaction: reactants, conditions, products, and yield The reactants are C(C)(C)(C)OC(=O)C1=CC2=NC(=CC=C2N1S(=O)(=O)C1=CC=CC=C1)N(NC(=O)OC(C)(C)C)C(=O)OC(C)(C)C (di-tert-butyl 1-[2-(tert-butoxycarbonyl)-1-(phenylsulfonyl)-1H-pyrrolo[3,2-b]pyridin-5-yl]hydrazine-1,2-dicarboxylate), CC(=O)O (AcOH). The product is CC1=NN=C2N1C1=C(C=C2)N(C(=C1)C(=O)O)S(=O)(=O)C1=CC=CC=C1 (1-methyl-6-(phenylsulfonyl)-6H-pyrrolo[2,3-e][1,2,4]triazolo[4,3-a]pyridine-7-carboxylic acid). As a reaction SMILES: C([O:5][C:6]([C:8]1[N:16]([S:17]([C:20]2[CH:25]=[CH:24][CH:23]=[CH:22][CH:21]=2)(=[O:19])=[O:18])[C:15]2[C:10](=[N:11][C:12]([N:26](C(OC(C)(C)C)=O)[NH:27][C:28](OC(C)(C)C)=O)=[CH:13][CH:14]=2)[CH:9]=1)=[O:7])(C)(C)C.[CH3:42]C(O)=O>>[CH3:42][C:28]1[N:11]2[C:10]3[CH:9]=[C:8]([C:6]([OH:5])=[O:7])[N:16]([S:17]([C:20]4[CH:21]=[CH:22][CH:23]=[CH:24][CH:25]=4)(=[O:19])=[O:18])[C:15]=3[CH:14]=[CH:13][C:12]2=[N:26][N:27]=1. Procedure details: A solution of di-tert-butyl 1-[2-(tert-butoxycarbonyl)-1-(phenylsulfonyl)-1H-pyrrolo[3,2-b]pyridin-5-yl]hydrazine-1,2-dicarboxylate (0.430 g, 0.730 mmol, from Step 2) in AcOH (7 mL) was heated in the microwave to a temperature of 180° C. for 3 minutes. The solid product was isolated by filtration and air dried, and used without further purification. Yield: (0.106 g, 41%). LCMS (M+H)+: 357.1.